From a dataset of the Open Reaction Database (ORD), a public repository of structured organic reaction records. describe an organic reaction: reactants, conditions, products, and yield Starting materials: C(C1=CC=CC=C1)O[C@H]1[C@@H](O[C@@H]([C@H]([C@@H]1OCC1=CC=CC=C1)OCC1=CC=CC=C1)COCC1=CC=CC=C1)C1=C(C=C(C(=C1)CC1=CC=C(C=C1)\C=C\CC(=O)O)C)OCC1=CC=CC=C1 ((1S)-1,5-anhydro-2,3,4,6-tetra-O-benzyl-1-[2-(benzyloxy)-5-[4-[(1E)-3-carboxyprop-1-en-1-yl]benzyl]-4-methylphenyl]-D-glucitol), NC(CO)(C)C (2-amino-2-methyl-1-propanol), ON1N=NC2=C1C=CC=C2 (1-hydroxy benzotriazole), CCN=C=NCCCN(C)C (WSC). Run in C(Cl)(Cl)Cl (chloroform), O (water). Reaction conditions: time 8 hour. Yields the product C(C1=CC=CC=C1)O[C@H]1[C@@H](O[C@@H]([C@H]([C@@H]1OCC1=CC=CC=C1)OCC1=CC=CC=C1)COCC1=CC=CC=C1)C1=C(C=C(C(=C1)CC1=CC=C(C=C1)\C=C\CC(=O)NC(CO)(C)C)C)OCC1=CC=CC=C1 ((1S)-1,5-anhydro-2,3,4,6-tetra-O-benzyl-1-[2-(benzyloxy)-5-[4-[(1E)-4-[(2-hydroxy-1,1-dimethylethyl)amino]-4-oxobut-1-en-1-yl]benzyl]-4-methylphenyl]-D-glucitol). Isolated yield 55.7%. As a reaction SMILES: [CH2:1]([O:8][C@@H:9]1[C@@H:14]([O:15][CH2:16][C:17]2[CH:22]=[CH:21][CH:20]=[CH:19][CH:18]=2)[C@H:13]([O:23][CH2:24][C:25]2[CH:30]=[CH:29][CH:28]=[CH:27][CH:26]=2)[C@@H:12]([CH2:31][O:32][CH2:33][C:34]2[CH:39]=[CH:38][CH:37]=[CH:36][CH:35]=2)[O:11][C@H:10]1[C:40]1[CH:45]=[C:44]([CH2:46][C:47]2[CH:52]=[CH:51][C:50](/[CH:53]=[CH:54]/[CH2:55][C:56](O)=[O:57])=[CH:49][CH:48]=2)[C:43]([CH3:59])=[CH:42][C:41]=1[O:60][CH2:61][C:62]1[CH:67]=[CH:66][CH:65]=[CH:64][CH:63]=1)[C:2]1[CH:7]=[CH:6][CH:5]=[CH:4][CH:3]=1.[NH2:68][C:69]([CH3:73])([CH3:72])[CH2:70][OH:71].ON1C2C=CC=CC=2N=N1.CCN=C=NCCCN(C)C>O.C(Cl)(Cl)Cl>[CH2:1]([O:8][C@@H:9]1[C@@H:14]([O:15][CH2:16][C:17]2[CH:18]=[CH:19][CH:20]=[CH:21][CH:22]=2)[C@H:13]([O:23][CH2:24][C:25]2[CH:30]=[CH:29][CH:28]=[CH:27][CH:26]=2)[C@@H:12]([CH2:31][O:32][CH2:33][C:34]2[CH:39]=[CH:38][CH:37]=[CH:36][CH:35]=2)[O:11][C@H:10]1[C:40]1[CH:45]=[C:44]([CH2:46][C:47]2[CH:48]=[CH:49][C:50](/[CH:53]=[CH:54]/[CH2:55][C:56]([NH:68][C:69]([CH3:73])([CH3:72])[CH2:70][OH:71])=[O:57])=[CH:51][CH:52]=2)[C:43]([CH3:59])=[CH:42][C:41]=1[O:60][CH2:61][C:62]1[CH:63]=[CH:64][CH:65]=[CH:66][CH:67]=1)[C:2]1[CH:7]=[CH:6][CH:5]=[CH:4][CH:3]=1. Procedure: To a chloroform solution (2.2 mL) of (1S)-1,5-anhydro-2,3,4,6-tetra-O-benzyl-1-[2-(benzyloxy)-5-[4-[(1E)-3-carboxyprop-1-en-1-yl]benzyl]-4-methylphenyl]-D-glucitol (200 mg, 0.223 mmol) were added 2-amino-2-methyl-1-propanol (40 mg, 0.446 mmol), 1-hydroxy benzotriazole (33 mg, 0.245 mmol) and WSC (60 mg, 0.312 mmol), and the mixture was stirred overnight at room temperature. To the reaction solution was added water, and the resulting mixture was extracted with chloroform. The organic layer was wa... Reaction conditions: temperature 130 celsius. The product is OCCCNC1=NN=C(C2=CC3=CC=CC=C3C=C12)NCCCO (1,4-bis[N-(3-hydroxypropyl)amino]-2,3-diaza-anthracene). Reaction SMILES: Cl[C:2]1[C:15]2[C:6](=[CH:7][C:8]3[C:13]([CH:14]=2)=[CH:12][CH:11]=[CH:10][CH:9]=3)[C:5](Cl)=[N:4][N:3]=1.[NH2:17][CH2:18][CH2:19][CH2:20][OH:21]>>[OH:21][CH2:20][CH2:19][CH2:18][NH:17][C:2]1[C:15]2[C:6](=[CH:7][C:8]3[C:13]([CH:14]=2)=[CH:12][CH:11]=[CH:10][CH:9]=3)[C:5]([NH:17][CH2:18][CH2:19][CH2:20][OH:21])=[N:4][N:3]=1. Starting materials: ClC1=NN=C(C2=CC3=CC=CC=C3C=C12)Cl (1,4-dichloro-2,3-diaza-anthracene), NCCCO (1-amino-3-propanol). Procedure details: A mixture of 1,4-dichloro-2,3-diaza-anthracene (4.84 g) and dry 1-amino-3-propanol (48 ml) is heated at 130° C. for 24 hours in an autoclave. After cooling to room temperature and dilution of the reaction mixture with a solution of potassium carbonate (96 g) in water (240 ml) a crystalline solid separates which is filtered and recrystallized from aqueous ethanol to give 6.09 g of 1,4-bis[N-(3-hydroxypropyl)amino]-2,3-diaza-anthracene, m.p. 225°-228° C. Starting materials: [N+](=O)([O-])C1=CC=C(C=C1)N1CCC(CC1)(OC)C1=CC=C(C=C1)Cl (1-(4-nitrophenyl)-4-(4-chlorophenyl)-4-methoxypiperidine), [Cl-].[NH4+] (ammonium chloride). Reagents/catalysts: [Fe] (iron). Solvent: C(C)O (ethanol), O (water). The product is NC1=CC=C(C=C1)N1CCC(CC1)(OC)C1=CC=C(C=C1)Cl (1-(4-aminophenyl)-4-(4-chlorophenyl)-4-methoxypiperidine). The yield is 89.8%. Reaction SMILES: [N+:1]([C:4]1[CH:9]=[CH:8][C:7]([N:10]2[CH2:15][CH2:14][C:13]([C:18]3[CH:23]=[CH:22][C:21]([Cl:24])=[CH:20][CH:19]=3)([O:16][CH3:17])[CH2:12][CH2:11]2)=[CH:6][CH:5]=1)([O-])=O.[Cl-].[NH4+]>C(O)C.O.[Fe]>[NH2:1][C:4]1[CH:5]=[CH:6][C:7]([N:10]2[CH2:15][CH2:14][C:13]([C:18]3[CH:19]=[CH:20][C:21]([Cl:24])=[CH:22][CH:23]=3)([O:16][CH3:17])[CH2:12][CH2:11]2)=[CH:8][CH:9]=1 |f:1.2|. Reported procedure: A mixture of 1-(4-nitrophenyl)-4-(4-chlorophenyl)-4-methoxypiperidine (8.9 g), iron powder (10.7 g) and ammonium chloride (1.07 g) in ethanol (445 ml) and water (44.5 ml) was stirred at reflux for 5.5 hours. The insoluble material was filtered off, and the filtrate was evaporated under reduced pressure. To the residue was added a mixture of ethyl acetate (150 ml), water (100 ml) and saturated sodium hydrogen carbonate (50 ml). The organic layer was separated, washed with brine, dried over magnes... Starting materials: CCN=C=NCCCN(C)C.Cl (WSC hydrochloride), ClC=1C=C(C=C(C1)Cl)C1=NC(=NC(=C1C(=O)O)CC)SC (4-(3,5-dichlorophenyl)-6-ethyl-2-(methylthio)-pyrimidine-5-carboxylic acid), C1(=CC=CC=C1)CCCN (phenylpropylamine), Cl.C(C)N=C=NCCCN(C)C (1-ethyl-3-(3-dimethylaminopropyl) carbodiimide hydrochloride). Solvent: ClCCl (dichloromethane). Conditions: time 8 hour. The product is ClC=1C=C(C=C(C1)Cl)C1=NC(=NC(=C1C(=O)NCCCC1=CC=CC=C1)CC)SC (4-(3,5-dichlorophenyl)-6-ethyl-2-(methylthio)-N-(3-phenylpropyl)-5-pyrimidinecarboxamide). As a reaction SMILES: [Cl:1][C:2]1[CH:3]=[C:4]([C:9]2[C:14]([C:15]([OH:17])=O)=[C:13]([CH2:18][CH3:19])[N:12]=[C:11]([S:20][CH3:21])[N:10]=2)[CH:5]=[C:6]([Cl:8])[CH:7]=1.[C:22]1([CH2:28][CH2:29][CH2:30][NH2:31])[CH:27]=[CH:26][CH:25]=[CH:24][CH:23]=1.Cl.C(N=C=NCCCN(C)C)C>ClCCl>[Cl:8][C:6]1[CH:5]=[C:4]([C:9]2[C:14]([C:15]([NH:31][CH2:30][CH2:29][CH2:28][C:22]3[CH:27]=[CH:26][CH:25]=[CH:24][CH:23]=3)=[O:17])=[C:13]([CH2:18][CH3:19])[N:12]=[C:11]([S:20][CH3:21])[N:10]=2)[CH:3]=[C:2]([Cl:1])[CH:7]=1 |f:2.3|. Procedure details: 183 mg (0.533 mmol) of 4-(3,5-dichlorophenyl)-6-ethyl-2-(methylthio)-pyrimidine-5-carboxylic acid and 86.5 mg (0.640 mmol) of phenylpropylamine were dissolved in 10 ml of dichloromethane. 153 mg (0.800 mmol) of 1-ethyl-3-(3-dimethylaminopropyl) carbodiimide hydrochloride (hereinafter referred to as WSC hydrochloride) was added under cooling with ice and stirred at room temperature overnight. After concentration under reduced pressure, the reaction mixture was diluted with ethyl acetate. The reac... Reactants: ClC1=C2C(=NN=C1C1=CC=CC=C1)N(N=C2C2=C(C=CC=C2)Cl)C (4-chloro-3-(2-chlorophenyl)-1-methyl-5-phenyl-1H-pyrazolo[3,4-c]pyridazine), ClC1=CC=C(C=C1)C1=NN(C(=C1)N)C (3-(4-chlorophenyl)-1-methyl-1H-pyrazol-5-amine). The product is ClC1=C2C(=NN=C1C1=CC=CC=C1)N(N=C2C2=CC=C(C=C2)Cl)C (4-chloro-3-(4-chlorophenyl)-1-methyl-5-phenyl-1H-pyrazolo[3,4-c]pyridazine). As a reaction SMILES: [Cl:1][C:2]1[C:7]([C:8]2[CH:13]=[CH:12][CH:11]=[CH:10][CH:9]=2)=[N:6][N:5]=[C:4]2[N:14]([CH3:24])[N:15]=[C:16](C3C=CC=CC=3Cl)[C:3]=12.[Cl:25][C:26]1[CH:31]=[CH:30][C:29](C2C=C(N)N(C)N=2)=[CH:28][CH:27]=1>>[Cl:1][C:2]1[C:7]([C:8]2[CH:13]=[CH:12][CH:11]=[CH:10][CH:9]=2)=[N:6][N:5]=[C:4]2[N:14]([CH3:24])[N:15]=[C:16]([C:29]3[CH:30]=[CH:31][C:26]([Cl:25])=[CH:27][CH:28]=3)[C:3]=12. Reported procedure: Compound 26 was synthesised following similar procedures outlined in Example 1 (Compound 37), starting from Step 2 using 3-(4-chlorophenyl)-1-methyl-1H-pyrazol-5-amine instead of 3-(2-chlorophenyl)-1-methyl-1H-pyrazol-5-amine. Reactants: CC(C)(C)OC(=O)N1CC=CC1C(=O)O, NOCc1ccccc1, ClC(Cl)Cl. Product: CC(C)(C)OC(=O)N1CC=CC1C(=O)NOCc1ccccc1. Reaction SMILES: [C:1]([CH3:2])([CH3:3])([CH3:4])[O:5][C:6](=[O:7])[N:8]1[CH:9]([C:13](=[O:14])[OH:15])[CH:10]=[CH:11][CH2:12]1.[CH2:16]([c:17]1[cH:18][cH:19][cH:20][cH:21][cH:22]1)[O:23][NH2:24].[Cl:25][CH:26]([Cl:27])[Cl:28]>>[C:1]([CH3:2])([CH3:3])([CH3:4])[O:5][C:6](=[O:7])[N:8]1[CH:9]([C:13](=[O:15])[NH:24][O:23][CH2:16][c:17]2[cH:18][cH:19][cH:20][cH:21][cH:22]2)[CH:10]=[CH:11][CH2:12]1. Starting materials: C(C)[Mg]Br (Ethylmagnesium bromide), C(C)(C)(C)OC(=O)N[C@H]1C=2N(C[C@@H](CC1)C1=C(C(=CC=C1)F)F)C(=CN2)C(=O)OC (methyl (6S,9R)-9-[(tert-butoxycarbonyl)amino]-6-(2,3-difluorophenyl)-6,7,8,9-tetrahydro-5H-imidazo[1,2-a]azepine-3-carboxylate), C(C)[Mg]Br (ethylmagnesium bromide). Reagents/catalysts: CC([O-])C.[Ti+4].CC([O-])C.CC([O-])C.CC([O-])C (titanium(IV) isopropoxide), CC([O-])C.[Ti+4].CC([O-])C.CC([O-])C.CC([O-])C (titanium(IV) isopropoxide). Solvent: CCOCC (ether). Run at time 1.5 hour. The product is FC1=C(C=CC=C1F)[C@@H]1CC[C@H](C=2N(C1)C(=CN2)C2(CC2)O)NC(OC(C)(C)C)=O (tert-Butyl [(6S,9R)-6-(2,3-difluorophenyl)-3-(1-hydroxycyclopropyl)-6,7,8,9-tetrahydro-5H-imidazo[1,2-a]azepin-9-yl]carbamate). Yield: 42.2%. RXN SMILES: [CH2:1]([Mg]Br)[CH3:2].[C:5]([O:9][C:10]([NH:12][C@@H:13]1[CH2:19][CH2:18][C@@H:17]([C:20]2[CH:25]=[CH:24][CH:23]=[C:22]([F:26])[C:21]=2[F:27])[CH2:16][N:15]2[C:28]([C:31]([O:33]C)=O)=[CH:29][N:30]=[C:14]12)=[O:11])([CH3:8])([CH3:7])[CH3:6]>CCOCC.CC(C)[O-].[Ti+4].CC(C)[O-].CC(C)[O-].CC(C)[O-]>[F:27][C:21]1[C:22]([F:26])=[CH:23][CH:24]=[CH:25][C:20]=1[C@H:17]1[CH2:16][N:15]2[C:28]([C:31]3([OH:33])[CH2:2][CH2:1]3)=[CH:29][N:30]=[C:14]2[C@H:13]([NH:12][C:10](=[O:11])[O:9][C:5]([CH3:7])([CH3:8])[CH3:6])[CH2:19][CH2:18]1 |f:3.4.5.6.7|. Reported procedure: Ethylmagnesium bromide (3 M in ether; 0.17 mL, 0.51 mmol) was added dropwise over 15 min to a solution of titanium(IV) isopropoxide (0.08 mL, 0.26 mmol) and methyl (6S,9R)-9-[(tert-butoxycarbonyl)amino]-6-(2,3-difluorophenyl)-6,7,8,9-tetrahydro-5H-imidazo[1,2-a]azepine-3-carboxylate (54 mg, 0.13 mmol) in ether (0.9 mL) at 0° C. After 1.5 h, additional titanium(IV) isopropoxide (0.08 mL, 0.26 mmol) and ethylmagnesium bromide (3 M in ether; 0.17 mL, 0.51 mmol) were added. After 1.5 h, the mixture ... Product: CN1CCC(CC1)N1CCCC2=CC=CC=C12 (1-(1-methylpiperidin-4-yl)-1,2,3,4-tetrahydroquinoline). Reaction conditions: time 1 day. Reactants: N1CCCC2=CC=CC=C12 (1,2,3,4-tetrahydroquinoline), CN1CCC(CC1)=O (1-methylpiperidin-4-one), N (NH3), C(C)(=O)O[BH-](OC(C)=O)OC(C)=O.[Na+] (sodium triacetoxyborohydride). Reported procedure: A solution of 1,2,3,4-tetrahydroquinoline (1.0 mL, 7.94 mmol) in 20 mL 1,2-dichloroethane was treated with 1-methylpiperidin-4-one (2.76 mL, 23.8 mmol) followed by sodium triacetoxyborohydride (8.4 g, 39.7 mmol) then acetic acid (2.25 mL). The suspension was stirred at room temperature for 1 day. After this time, the mixture was cooled to 0° C., quenched with 5 mL 1N NaOH and stirred for 20 minutes. The suspension was extracted with 100 mL CH2Cl2. The organic layer was dried over MgSO4, filtered... Solvent: ClCCCl (1,2-dichloroethane), C(C)(=O)O (acetic acid), CO.C(Cl)Cl (MeOH CH2Cl2). RXN SMILES: [NH:1]1[C:10]2[C:5](=[CH:6][CH:7]=[CH:8][CH:9]=2)[CH2:4][CH2:3][CH2:2]1.[CH3:11][N:12]1[CH2:17][CH2:16][C:15](=O)[CH2:14][CH2:13]1.C(O[BH-](OC(=O)C)OC(=O)C)(=O)C.[Na+].N>ClCCCl.CO.C(Cl)Cl.C(O)(=O)C>[CH3:11][N:12]1[CH2:17][CH2:16][CH:15]([N:1]2[C:10]3[C:5](=[CH:6][CH:7]=[CH:8][CH:9]=3)[CH2:4][CH2:3][CH2:2]2)[CH2:14][CH2:13]1 |f:2.3,6.7|. Starting materials: C12CNCC2C1N1C(NC(C1=O)(CC1=CC=NC=C1)CC1=CC=NC=C1)=CC(=O)C1=CC=C(C#N)C=C1 (4-{[1-(3-aza-bicyclo[3.1.0]hex-6-yl)-5-oxo-4,4-bis-pyridin-4-ylmethyl-imidazolidin-2-ylidene]-acetyl}-benzonitrile), CC1CCN(CC1)S(=O)(=O)Cl (4-methyl-piperidine-1-sulfonyl chloride). Product: CC1CCN(CC1)S(=O)(=O)N1CC2C(C2C1)N1C(NC(C1=O)(CC1=CC=NC=C1)CC1=CC=NC=C1)=CC(=O)C1=CC=C(C#N)C=C1 (4-({1-[3-(4-Methyl-piperidine-1-sulfonyl)-3-aza-bicyclo[3.1.0]hex-6-yl]-5-oxo-4,4-bis-pyridin-4-ylmethyl-imidazolidin-2-ylidene}-acetyl)-benzonitrile). The yield is 93.1%. As a reaction SMILES: [CH:1]12[CH:6]([N:7]3[C:11](=[O:12])[C:10]([CH2:20][C:21]4[CH:26]=[CH:25][N:24]=[CH:23][CH:22]=4)([CH2:13][C:14]4[CH:19]=[CH:18][N:17]=[CH:16][CH:15]=4)[NH:9][C:8]3=[CH:27][C:28]([C:30]3[CH:37]=[CH:36][C:33]([C:34]#[N:35])=[CH:32][CH:31]=3)=[O:29])[CH:5]1[CH2:4][NH:3][CH2:2]2.[CH3:38][CH:39]1[CH2:44][CH2:43][N:42]([S:45](Cl)(=[O:47])=[O:46])[CH2:41][CH2:40]1>>[CH3:38][CH:39]1[CH2:44][CH2:43][N:42]([S:45]([N:3]2[CH2:4][CH:5]3[CH:1]([CH:6]3[N:7]3[C:11](=[O:12])[C:10]([CH2:20][C:21]4[CH:22]=[CH:23][N:24]=[CH:25][CH:26]=4)([CH2:13][C:14]4[CH:15]=[CH:16][N:17]=[CH:18][CH:19]=4)[NH:9][C:8]3=[CH:27][C:28]([C:30]3[CH:31]=[CH:32][C:33]([C:34]#[N:35])=[CH:36][CH:37]=3)=[O:29])[CH2:2]2)(=[O:47])=[O:46])[CH2:41][CH2:40]1. Procedure: According to the procedure of Example 13, 4-{[1-(3-aza-bicyclo[3.1.0]hex-6-yl)-5-oxo-4,4-bis-pyridin-4-ylmethyl-imidazolidin-2-ylidene]-acetyl}-benzonitrile (50 mg, 0.102 mmol) and 4-methyl-piperidine-1-sulfonyl chloride (60.2 mg, 0.306 mmol) were reacted to generate the title compound as an off-white solid (62 mg, 0.095 mmol, 93% yield). Reactants: CN, Cl, N#C[K], O=C1CCCC1, O. Yields the product CNC1(C#N)CCCC1. Reaction SMILES: [CH3:11][NH2:12].[ClH:10].[K:1][C:2]#[N:3].[O:4]=[C:5]1[CH2:6][CH2:7][CH2:8][CH2:9]1.[OH2:13]>>[C:2](#[N:3])[C:5]1([NH:12][CH3:11])[CH2:6][CH2:7][CH2:8][CH2:9]1.